From a dataset of the Open Reaction Database (ORD), a public repository of structured organic reaction records. describe an organic reaction: reactants, conditions, products, and yield Reactants: O=C(OC(C)(C)C)NC1=CC=C(O)C=C1. Reagents/catalysts: O1B(OC(C)(C)C1(C)C)B2OC(C)(C)C(O2)(C)C, O1BOC(C)(C)C1(C)C, N=1C=CC(=CC1C=2N=CC=C(C2)C(C)(C)C)C(C)(C)C, C[OH2+].C[OH2+].C1CC=CCCC=C1.C1CC=CCCC=C1.[Ir].[Ir]. Solvent: O(C)C(C)(C)C. Conditions: temperature 50 celsius, time 12 hour. Yields the product O=C(OC(C)(C)C)NC1=CC=C(O)C=C1B2OC(C)(C)C(O2)(C)C. Yield: 78.0%. The reactants are N=1C=CC2=NC(C=CC21)=O (pyrrolo[3,2-b]pyrid-5-one), crude product, P(=O)(Cl)(Cl)Cl (phosphorous oxychloride). Yields the product ClC1=CC=C2C(=N1)C=CN2 (5-Chloro-1H-pyrrolo[3,2-b]pyridine). As a reaction SMILES: [N:1]1[CH:2]=[CH:3][C:4]2[C:9]=1[CH:8]=[CH:7][C:6](=O)[N:5]=2.P(Cl)(Cl)([Cl:13])=O>>[Cl:13][C:6]1[N:5]=[C:4]2[CH:3]=[CH:2][NH:1][C:9]2=[CH:8][CH:7]=1. Procedure details: A mixture of pyrrolo[3,2-b]pyrid-5-one (prepared according to the procedure described in J. Med. Chem. 1990, 33, 2087) (1.33 g, 9.91 mmol) and 20 mL of phosphorous oxychloride is heated in a sealed Parr high pressure stainless steel vessel at 180° C. for 2.5 hours. After cooling, excess phosphorous oxychloride is removed in vacuo. The residue is cooled in an ice bath and quenched with ice water. The resulting mixture is neutralized by addition of saturated NaHCO3 solution and extracted with EtOA... Starting materials: CCN(C(C)C)C(C)C, ClCCl, O=C(Cl)C1CCCN1C(=O)C(F)(F)F, COc1ccccc1-c1cn(S(=O)(=O)c2ccc(C)cc2)c2ncc(-c3cc(F)c(N)c(C(=O)N(C)C)c3)cc12. Yields the product COc1ccccc1-c1cn(S(=O)(=O)c2ccc(C)cc2)c2ncc(-c3cc(F)c(NC(=O)C4CCCN4C(=O)C(F)(F)F)c(C(=O)N(C)C)c3)cc12. As a reaction SMILES: [CH:41]([N:42]([CH2:43][CH3:44])[CH:45]([CH3:46])[CH3:47])([CH3:48])[CH3:49].[Cl:64][CH2:65][Cl:66].[F:50][C:51]([C:52](=[O:53])[N:54]1[CH:55]([C:56](=[O:57])[Cl:58])[CH2:59][CH2:60][CH2:61]1)([F:62])[F:63].[NH2:1][c:2]1[c:3]([C:4](=[O:5])[N:6]([CH3:7])[CH3:8])[cH:9][c:10](-[c:14]2[cH:15][c:16]3[c:17]([n:18][cH:19]2)[n:20]([S:31](=[O:32])(=[O:33])[c:34]2[cH:35][cH:36][c:37]([CH3:40])[cH:38][cH:39]2)[cH:21][c:22]3-[c:23]2[c:24]([O:29][CH3:30])[cH:25][cH:26][cH:27][cH:28]2)[cH:11][c:12]1[F:13]>>[NH:1]([c:2]1[c:3]([C:4](=[O:5])[N:6]([CH3:7])[CH3:8])[cH:9][c:10](-[c:14]2[cH:15][c:16]3[c:17]([n:18][cH:19]2)[n:20]([S:31](=[O:32])(=[O:33])[c:34]2[cH:35][cH:36][c:37]([CH3:40])[cH:38][cH:39]2)[cH:21][c:22]3-[c:23]2[c:24]([O:29][CH3:30])[cH:25][cH:26][cH:27][cH:28]2)[cH:11][c:12]1[F:13])[C:56]([CH:55]1[N:54]([C:52]([C:51]([F:50])([F:62])[F:63])=[O:53])[CH2:61][CH2:60][CH2:59]1)=[O:57]. Reactants: N#CCc1ccc2c(c1)OCCC2NC(=O)CC(NS(=O)(=O)c1cccc(C(F)(F)F)c1)c1ccccc1, CO. The product is NCCc1ccc2c(c1)OCCC2NC(=O)CC(NS(=O)(=O)c1cccc(C(F)(F)F)c1)c1ccccc1. RXN SMILES: [C:1](#[N:2])[CH2:3][c:4]1[cH:5][cH:6][c:7]2[c:12]([cH:13]1)[O:11][CH2:10][CH2:9][CH:8]2[NH:14][C:15]([CH2:16][CH:17]([NH:18][S:19](=[O:20])(=[O:21])[c:22]1[cH:23][c:24]([C:28]([F:29])([F:30])[F:31])[cH:25][cH:26][cH:27]1)[c:32]1[cH:33][cH:34][cH:35][cH:36][cH:37]1)=[O:38].[CH3:39][OH:40]>>[CH2:1]([NH2:2])[CH2:3][c:4]1[cH:5][cH:6][c:7]2[c:12]([cH:13]1)[O:11][CH2:10][CH2:9][CH:8]2[NH:14][C:15]([CH2:16][CH:17]([NH:18][S:19](=[O:20])(=[O:21])[c:22]1[cH:23][c:24]([C:28]([F:29])([F:30])[F:31])[cH:25][cH:26][cH:27]1)[c:32]1[cH:33][cH:34][cH:35][cH:36][cH:37]1)=[O:38]. Starting materials: C(C)(C)(C)OC(=O)NC1=C(C=C(C=N1)OC1=C(C(=O)OC)C=CC(=C1)F)F (Methyl 2-(6-(tert-butoxycarbonylamino)-5-fluoropyridin-3-yloxy)-4-fluorobenzoate), N1CCNCC1 (piperazine), ClCCl (dichloromethane). The solvent is CS(=O)C (dimethylsulfoxide). Reaction conditions: temperature 85 celsius, time 1 hour. Product: C(C)(C)(C)OC(=O)NC1=C(C=C(C=N1)OC1=C(C(=O)OC)C=CC(=C1)N1CCNCC1)F (methyl 2-(6-(tert-butoxycarbonylamino)-5-fluoropyridin-3-yloxy)-4-(piperazin-1-yl)benzoate). Reaction SMILES: [C:1]([O:5][C:6]([NH:8][C:9]1[N:14]=[CH:13][C:12]([O:15][C:16]2[CH:25]=[C:24](F)[CH:23]=[CH:22][C:17]=2[C:18]([O:20][CH3:21])=[O:19])=[CH:11][C:10]=1[F:27])=[O:7])([CH3:4])([CH3:3])[CH3:2].[NH:28]1[CH2:33][CH2:32][NH:31][CH2:30][CH2:29]1.ClCCl>CS(C)=O>[C:1]([O:5][C:6]([NH:8][C:9]1[N:14]=[CH:13][C:12]([O:15][C:16]2[CH:25]=[C:24]([N:28]3[CH2:33][CH2:32][NH:31][CH2:30][CH2:29]3)[CH:23]=[CH:22][C:17]=2[C:18]([O:20][CH3:21])=[O:19])=[CH:11][C:10]=1[F:27])=[O:7])([CH3:4])([CH3:3])[CH3:2]. Procedure details: Methyl 2-(6-(tert-butoxycarbonylamino)-5-fluoropyridin-3-yloxy)-4-fluorobenzoate (0.170 g) and piperazine (0.154 g) were dissolved in dimethylsulfoxide (2 mL) and heated to 85° C. After 1 hour, the reaction was cooled, poured into dichloromethane (75 mL), and washed with water (30 mL). The organic layer was dried over magnesium sulfate, filtered, and concentrated to give the title compound. Reactants: ClC=1C=C(C(=O)NC=2SC3=C(N2)C(=CC=C3N3CCOCC3)OC)C=CN1 (2-chloro-N-(4-methoxy-7-morpholin-4-yl-benzothiazol-2-yl)-isonicotinamide), [H-].[Na+] (sodium hydride), FC(CO)(F)F (2,2,2-trifluoroethanol). Run in O1CCOCC1 (dioxane), CN(C)C=O (DMF). Yields the product COC1=CC=C(C2=C1N=C(S2)NC(C2=CC(=NC=C2)OCC(F)(F)F)=O)N2CCOCC2 (N-(4-Methoxy-7-morpholin-4-yl-benzothiazol-2-yl)-2-(2,2,2-trifluoro-ethoxy)-isonicotinamide). Reaction SMILES: Cl[C:2]1[CH:3]=[C:4]([CH:25]=[CH:26][N:27]=1)[C:5]([NH:7][C:8]1[S:9][C:10]2[C:16]([N:17]3[CH2:22][CH2:21][O:20][CH2:19][CH2:18]3)=[CH:15][CH:14]=[C:13]([O:23][CH3:24])[C:11]=2[N:12]=1)=[O:6].[H-].[Na+].[F:30][C:31]([F:35])([F:34])[CH2:32][OH:33]>O1CCOCC1.CN(C=O)C>[CH3:24][O:23][C:13]1[C:11]2[N:12]=[C:8]([NH:7][C:5](=[O:6])[C:4]3[CH:25]=[CH:26][N:27]=[C:2]([O:33][CH2:32][C:31]([F:35])([F:34])[F:30])[CH:3]=3)[S:9][C:10]=2[C:16]([N:17]2[CH2:22][CH2:21][O:20][CH2:19][CH2:18]2)=[CH:15][CH:14]=1 |f:1.2|. Procedure details: From 2-chloro-N-(4-methoxy-7-morpholin-4-yl-benzothiazol-2-yl)-isonicotinamide with sodium hydride and 2,2,2-trifluoroethanol in dioxane and DMF. ES-MS m/e (%): 491 (M+Na+, 81), 469 (M+H+, 100). The reactants are Cc1ccccc1, ClCCl, O=C(O)C(F)(F)F, CC(C)(C)OC(=O)C(Cc1ccc(OCCCC(=O)NC2=NCCCN2)cc1)Nc1nc2ccccc2o1. The product is O=C(CCCOc1ccc(CC(Nc2nc3ccccc3o2)C(=O)O)cc1)NC1=NCCCN1. As a reaction SMILES: [CH3:46][c:47]1[cH:48][cH:49][cH:50][cH:51][cH:52]1.[Cl:53][CH2:54][Cl:55].[OH:1][C:2]([C:3]([F:4])([F:5])[F:6])=[O:7].[o:8]1[c:9]([NH:17][CH:18]([CH2:19][c:20]2[cH:21][cH:22][c:23]([O:26][CH2:27][CH2:28][CH2:29][C:30]([NH:31][C:32]3=[N:37][CH2:36][CH2:35][CH2:34][NH:33]3)=[O:38])[cH:24][cH:25]2)[C:39](=[O:40])[O:41][C:42]([CH3:43])([CH3:44])[CH3:45])[n:10][c:11]2[c:12]1[cH:13][cH:14][cH:15][cH:16]2>>[o:8]1[c:9]([NH:17][CH:18]([CH2:19][c:20]2[cH:21][cH:22][c:23]([O:26][CH2:27][CH2:28][CH2:29][C:30]([NH:31][C:32]3=[N:37][CH2:36][CH2:35][CH2:34][NH:33]3)=[O:38])[cH:24][cH:25]2)[C:39](=[O:40])[OH:41])[n:10][c:11]2[c:12]1[cH:13][cH:14][cH:15][cH:16]2. The reactants are [Mg+]Cc1ccccc1, C1CCOC1, [Cl-], [Cl-], N#CC1(N2CCCC2)CCC2(CC1)OCCO2, [NH4+]. As a reaction SMILES: [CH2:19]([c:20]1[cH:21][cH:22][cH:23][cH:24][cH:25]1)[Mg+:26].[CH2:29]1[O:30][CH2:31][CH2:32][CH2:33]1.[Cl-:18].[Cl-:27].[N:1]1([C:6]2([C:16]#[N:17])[CH2:7][CH2:8][C:9]3([O:10][CH2:11][CH2:12][O:13]3)[CH2:14][CH2:15]2)[CH2:2][CH2:3][CH2:4][CH2:5]1.[NH4+:28]>>[N:1]1([C:6]2([CH2:16][c:20]3[cH:21][cH:22][cH:23][cH:24][cH:25]3)[CH2:7][CH2:8][C:9]3([O:10][CH2:11][CH2:12][O:13]3)[CH2:14][CH2:15]2)[CH2:2][CH2:3][CH2:4][CH2:5]1. Yields the product c1ccc(CC2(N3CCCC3)CCC3(CC2)OCCO3)cc1.